From a dataset of the Open Reaction Database (ORD), a public repository of structured organic reaction records. describe an organic reaction: reactants, conditions, products, and yield The reactants are CO, O=C(O)CC(c1ccc(O)cc1)n1cccc1. The product is COC(=O)CC(c1ccc(O)cc1)n1cccc1. RXN SMILES: [CH3:18][OH:19].[OH:1][c:2]1[cH:3][cH:4][c:5]([CH:8]([CH2:9][C:10](=[O:11])[OH:12])[n:13]2[cH:14][cH:15][cH:16][cH:17]2)[cH:6][cH:7]1>>[OH:1][c:2]1[cH:3][cH:4][c:5]([CH:8]([CH2:9][C:10](=[O:11])[O:12][CH3:18])[n:13]2[cH:14][cH:15][cH:16][cH:17]2)[cH:6][cH:7]1. Starting materials: [OH-].[Na+] (sodium hydroxide), ClC=1C=C2CC(C(NC2=CC1)=O)C(=O)OCC (ethyl 6-chloro-2-oxo-1,2,3,4-tetrahydro-3-quinolinecarboxylate), Cl (Hydrochloric acid). Solvent: C1CCOC1 (THF), CO (methanol). Reaction conditions: time 18 hour. The product is ClC=1C=C2CC(C(NC2=CC1)=O)C(=O)O (6-Chloro-2-oxo-1,2,3,4-tetrahydro-3-quinolinecarboxylic acid). Isolated yield 93.6%. RXN SMILES: [OH-].[Na+].[Cl:3][C:4]1[CH:5]=[C:6]2[C:11](=[CH:12][CH:13]=1)[NH:10][C:9](=[O:14])[CH:8]([C:15]([O:17]CC)=[O:16])[CH2:7]2.Cl>C1COCC1.CO>[Cl:3][C:4]1[CH:5]=[C:6]2[C:11](=[CH:12][CH:13]=1)[NH:10][C:9](=[O:14])[CH:8]([C:15]([OH:17])=[O:16])[CH2:7]2 |f:0.1|. Reported procedure: 1N Aqueous sodium hydroxide solution (30 ml) was added dropwise to a mixed solution of ethyl 6-chloro-2-oxo-1,2,3,4-tetrahydro-3-quinolinecarboxylate (7.278 g) in THF (90 ml) and methanol (60 ml) at 0° C. The reaction mixture was stirred at room temperature for 18 hours. 1N Hydrochloric acid (30 ml) was added dropwise to the reaction mixture at 0° C., which was extracted with ethyl acetate. The organic layer was washed with a saturated aqueous sodium chloride solution, then dried and concentrate... The reactants are Oc1cccc(Br)c1, CN(C)CCOc1ccc(Br)cc1, CN(C)CCCl, Cl. Yields the product CN(C)CCOc1cccc(Br)c1. RXN SMILES: [Br:1][c:2]1[cH:3][c:4]([OH:8])[cH:5][cH:6][cH:7]1.[CH3:16][N:17]([CH2:18][CH2:19][O:20][c:21]1[cH:22][cH:23][c:24]([Br:25])[cH:26][cH:27]1)[CH3:28].[CH3:9][N:10]([CH3:11])[CH2:12][CH2:13][Cl:14].[ClH:15]>>[Br:1][c:2]1[cH:3][c:4]([O:8][CH2:13][CH2:12][N:10]([CH3:9])[CH3:11])[cH:5][cH:6][cH:7]1. Reactants: C1(CC2=C1C=CC=C2)CCN2CCN(CC2)C2=CC1=C(CCO1)C=C2OC (1-[2-(Benzocyclobutan-1-yl)ethyl]-4-(2,3-dihydro-5-methoxybenzofuran-6-yl)piperazine), S(C)(=O)(=O)OCCC1=CC=CC2=C1CCCCC2 (2-(benzocycloheptan-1-yl)ethanol mesylate). Yields the product C1(=CC=CC2=C1CCCCC2)CCN2CCN(CC2)C2=CC1=C(CCO1)C=C2OC (4-[2-(Benzocycloheptan-1-yl)ethyl]-1-(2,3-dihydro-5-methoxybenzofuran-6-yl)piperazine). As a reaction SMILES: [CH:1]1([CH2:9][CH2:10][N:11]2[CH2:16][CH2:15][N:14]([C:17]3[C:25]([O:26][CH3:27])=[CH:24][C:20]4[CH2:21][CH2:22][O:23][C:19]=4[CH:18]=3)[CH2:13][CH2:12]2)[C:4]2[CH:5]=[CH:6][CH:7]=[CH:8][C:3]=2[CH2:2]1.S(O[CH2:33][CH2:34][C:35]1C2CCCCCC=2C=CC=1)(=O)(=O)C>>[C:1]1([CH2:9][CH2:10][N:11]2[CH2:12][CH2:13][N:14]([C:17]3[C:25]([O:26][CH3:27])=[CH:24][C:20]4[CH2:21][CH2:22][O:23][C:19]=4[CH:18]=3)[CH2:15][CH2:16]2)[C:2]2[CH2:33][CH2:34][CH2:35][CH2:7][CH2:8][C:3]=2[CH:6]=[CH:5][CH:4]=1. Procedure: Prepared in the same manner as the product of Example 3 but using 2-(benzocycloheptan-1-yl)ethanol mesylate instead of 2-(benzocyclobutan-1-yl)-1-bromoethane. Product: FC1=CC=C(C=C1)C(CN(S(=O)(=O)C=1SC(=CC1)Br)C)=O (5-Bromothiophene-2-sulfonic acid[2-(4-fluorophenyl)-2-oxoethyl]-methyl-amide). Isolated yield 49.8%. Solvent: C(C)(=O)OCC (ethyl acetate), O1CCCC1 (tetrahydrofuran). Reactants: O (water), CNS(=O)(=O)C=1SC(=CC1)Br (5-bromothiophene-2-sulfonic acid methyl-amide), [H-].[Na+] (sodium hydride), BrCC(=O)C1=CC=C(C=C1)F (2-bromo-1-(4-fluorophenyl)ethanone). Run at time 20 minute. Procedure: To a solution of 5-bromothiophene-2-sulfonic acid methyl-amide (608 mg) in tetrahydrofuran (5 mL) was added 60% sodium hydride (115 mg). After stirring for 20 minutes, 2-bromo-1-(4-fluorophenyl)ethanone (630 mg) was added. After adding water and ethyl acetate, and washing the organic layer with saturated sodium chloride water, this solution was dried with anhydrous sodium sulfate. The residue that was obtained upon removing the solvent by evaporation was purified by silica gel column chromatogra... As a reaction SMILES: [CH3:1][NH:2][S:3]([C:6]1[S:7][C:8]([Br:11])=[CH:9][CH:10]=1)(=[O:5])=[O:4].[H-].[Na+].Br[CH2:15][C:16]([C:18]1[CH:23]=[CH:22][C:21]([F:24])=[CH:20][CH:19]=1)=[O:17].O>O1CCCC1.C(OCC)(=O)C>[F:24][C:21]1[CH:22]=[CH:23][C:18]([C:16](=[O:17])[CH2:15][N:2]([CH3:1])[S:3]([C:6]2[S:7][C:8]([Br:11])=[CH:9][CH:10]=2)(=[O:4])=[O:5])=[CH:19][CH:20]=1 |f:1.2|. Isolated yield 57.6%. Yields the product OC1(CCN(CC1)CCC1=CC=C(C=C1)S(=O)(=O)C)CN(C1=CC=C(C(=O)OC)C=C1)C (methyl 4-({4-hydroxy-1-[2-(4-methanesulfonylphenyl)ethyl]piperidin-4-ylmethyl}methylamino)benzoate). Solvent: CO (methanol). Reported procedure: Borane-methylsulfide complex (10M; 0.86 mL) was added to a mixture of the compound (1.36 g) obtained in Step 1, anhydrous tetrahydrofuran (15 mL) and anhydrous chloroform (85 mL) under cooling with ice-water over five minutes under nitrogen atmosphere, and the mixture was stirred at room temperature for twenty four hours. After methanol (10 mL) was added to the mixture under cooling with ice-water, hydrogen chloride-methanol reagent (2.5 M; 5.0 mL) was added to adjust pH to below 1 and the mixtu... The reactants are OC1(CCN(CC1)C(CC1=CC=C(C=C1)S(=O)(=O)C)=O)CN(C1=CC=C(C(=O)OC)C=C1)C (methyl 4-({4-hydroxy-1-[2-(4-methanesulfonylphenyl)acetyl]piperidin-4-ylmethyl}methylamino)benzoate), O1CCCC1 (tetrahydrofuran), C(Cl)(Cl)Cl (chloroform), ice water, Cl.CO (hydrogen chloride methanol), ice water. As a reaction SMILES: [OH:1][C:2]1([CH2:21][N:22]([CH3:33])[C:23]2[CH:32]=[CH:31][C:26]([C:27]([O:29][CH3:30])=[O:28])=[CH:25][CH:24]=2)[CH2:7][CH2:6][N:5]([C:8](=O)[CH2:9][C:10]2[CH:15]=[CH:14][C:13]([S:16]([CH3:19])(=[O:18])=[O:17])=[CH:12][CH:11]=2)[CH2:4][CH2:3]1.O1CCCC1.C(Cl)(Cl)Cl.Cl.CO>CO>[OH:1][C:2]1([CH2:21][N:22]([CH3:33])[C:23]2[CH:24]=[CH:25][C:26]([C:27]([O:29][CH3:30])=[O:28])=[CH:31][CH:32]=2)[CH2:7][CH2:6][N:5]([CH2:8][CH2:9][C:10]2[CH:11]=[CH:12][C:13]([S:16]([CH3:19])(=[O:18])=[O:17])=[CH:14][CH:15]=2)[CH2:4][CH2:3]1 |f:3.4|.